From a dataset of the Open Reaction Database (ORD), a public repository of structured organic reaction records. describe an organic reaction: reactants, conditions, products, and yield The reactants are COC(=O)c1cncn1C1CCCc2ccccc21, CCO, [Li+], [OH-]. Product: O=C(O)c1cncn1C1CCCc2ccccc21. RXN SMILES: [CH3:1][O:2][C:3](=[O:4])[c:5]1[n:6]([CH:10]2[CH2:11][CH2:12][CH2:13][c:14]3[cH:15][cH:16][cH:17][cH:18][c:19]32)[cH:7][n:8][cH:9]1.[CH3:22][CH2:23][OH:24].[Li+:21].[OH-:20]>>[O:2]=[C:3]([OH:4])[c:5]1[n:6]([CH:10]2[CH2:11][CH2:12][CH2:13][c:14]3[cH:15][cH:16][cH:17][cH:18][c:19]32)[cH:7][n:8][cH:9]1. The reactants are C1(=CC=CC=C1)C(=[N+]=[N-])C1=CC=CC=C1 (diphenyldiazomethane), S1CCSC12CN[C@@H](C2)C(=O)O ((S)-1,4-dithia-7-azaspiro[4.4]nonane-8-carboxylic acid), CC=1C=CC(=CC1)S(=O)(=O)O (p-toluenesulfonate). Run in CN(C=O)C (dimethylformamide), CN(C=O)C (dimethylformamide). Reaction conditions: time 10 minute. Yields the product S1CCSC12CN[C@@H](C2)C(=O)OC(C2=CC=CC=C2)C2=CC=CC=C2 ((S)-1,4-dithia-7-azaspiro [4.4]nonane-8-carboxylic acid, diphenylmethyl ester), CC=1C=CC(=CC1)S(=O)(=O)O (p-toluenesulfonate). Reaction SMILES: [S:1]1[C:5]2([CH2:9][C@@H:8]([C:10]([OH:12])=[O:11])[NH:7][CH2:6]2)[S:4][CH2:3][CH2:2]1.[CH3:13][C:14]1[CH:15]=[CH:16][C:17]([S:20]([OH:23])(=[O:22])=[O:21])=[CH:18][CH:19]=1.[C:24]1([C:30]([C:33]2[CH:38]=[CH:37][CH:36]=[CH:35][CH:34]=2)=[N+]=[N-])[CH:29]=[CH:28][CH:27]=[CH:26][CH:25]=1>CN(C)C=O>[S:1]1[C:5]2([CH2:9][C@@H:8]([C:10]([O:12][CH:30]([C:24]3[CH:29]=[CH:28][CH:27]=[CH:26][CH:25]=3)[C:33]3[CH:38]=[CH:37][CH:36]=[CH:35][CH:34]=3)=[O:11])[NH:7][CH2:6]2)[S:4][CH2:3][CH2:2]1.[CH3:13][C:14]1[CH:19]=[CH:18][C:17]([S:20]([OH:23])(=[O:22])=[O:21])=[CH:16][CH:15]=1. Procedure details: To a solution of (S)-1,4-dithia-7-azaspiro[4.4]nonane-8-carboxylic acid, p-toluenesulfonate (6.0 g.) in 30 ml. of anhydrous dimethylformamide at 50 ° under argon is added a dimethylformamide solution of diphenyldiazomethane (3.6) portionwise. After 10 minutes at 50°, the solvent is removed under reduced pressure. The residue is dissolved in ethyl acetate and precipitated with ether. The solvent is then decanted and the residue triturated with ethyl acetate/ether to give (S)-1,4-dithia-7-azaspiro...